Dataset: the Open Reaction Database (ORD), a public repository of structured organic reaction records. Task: describe an organic reaction: reactants, conditions, products, and yield The reactants are C(=O)O (formic acid), C(C)(=O)OC(C)=O (acetic anhydride), Cl.NC=1C=C(CNC2=NC=NC3=CC=C(C=C23)Cl)C=CC1OC (4-(3-amino-4-methoxybenzyl)amino-6-chloroquinazoline hydrochloride). Solvent: O (water). Run at temperature 50 celsius. Yields the product C(=O)NC=1C=C(CNC2=NC=NC3=CC=C(C=C23)Cl)C=CC1OC (4-(3-Formamido-4-methoxybenzyl)amino-6-chloroquinazoline). Reaction SMILES: [CH:1](O)=[O:2].C(OC(=O)C)(=O)C.Cl.[NH2:12][C:13]1[CH:14]=[C:15]([CH:29]=[CH:30][C:31]=1[O:32][CH3:33])[CH2:16][NH:17][C:18]1[C:27]2[C:22](=[CH:23][CH:24]=[C:25]([Cl:28])[CH:26]=2)[N:21]=[CH:20][N:19]=1>O>[CH:1]([NH:12][C:13]1[CH:14]=[C:15]([CH:29]=[CH:30][C:31]=1[O:32][CH3:33])[CH2:16][NH:17][C:18]1[C:27]2[C:22](=[CH:23][CH:24]=[C:25]([Cl:28])[CH:26]=2)[N:21]=[CH:20][N:19]=1)=[O:2] |f:2.3|. Procedure details: 1 g of powdered iron was added in portions to a mixture comprising 1 g of 4-(3-nitro-4-methoxybenzyl)amino-6-chloroguinazoline, 4 ml of acetic acid, 4 ml of water and 40 ml of ethanol, while heating the mixture under mild reflux. The obtained mixture was heated under reflux for 2 hours and filtered to remove insolubles. Concentrated hydrochloric acid was added in portions to the brown filtrate obtained above to give a yellow transparent solution. This solution was cooled with ice to precipitate ... The reactants are NC1=NNC(=C1)C1=CC=CC=C1 (3-amino-5-phenylpyrazole), Br (hydrogen bromide), Br (hydrogen bromide), N(=O)[O-].[Na+] (sodium nitrite). The reagents and catalysts are [Cu]Br (copper(I) bromide). The solvent is O (water). Run at temperature 0 celsius, time 10 minute. Yields the product BrC1=NNC(=C1)C1=CC=CC=C1 (3-Bromo-5-phenyl-1H-pyrazole). As a reaction SMILES: N[C:2]1[CH:6]=[C:5]([C:7]2[CH:12]=[CH:11][CH:10]=[CH:9][CH:8]=2)[NH:4][N:3]=1.[BrH:13].N([O-])=O.[Na+]>O.[Cu]Br>[Br:13][C:2]1[CH:6]=[C:5]([C:7]2[CH:12]=[CH:11][CH:10]=[CH:9][CH:8]=2)[NH:4][N:3]=1 |f:2.3|. Reported procedure: 20 g of 3-amino-5-phenylpyrazole were suspended in 200 ml of a 24% aqueous hydrogen bromide solution and a solution of 9.5 g of sodium nitrite in 20 ml of water was added dropwise at 0° C. in the course of 10 min. The mixture was stirred at 0° C. for 10 min. Then the obtained suspension was added in portions to a suspension of 19.8 g of copper(I) bromide in 100 ml of a 24% aqueous hydrogen bromide solution. Subsequently, the mixture was stirred at room temperature for 2 h and then extracted thre... The reactants are CCOC(C)=O, O=C=NCCCl, O=C1CCCN1, Cc1ccccc1. Yields the product O=C1CCCN1C(=O)NCCCl. RXN SMILES: [C:13]([O:14][CH2:15][CH3:16])(=[O:17])[CH3:18].[Cl:7][CH2:8][CH2:9][N:10]=[C:11]=[O:12].[O:1]=[C:2]1[NH:3][CH2:4][CH2:5][CH2:6]1.[c:19]1([CH3:20])[cH:21][cH:22][cH:23][cH:24][cH:25]1>>[O:1]=[C:2]1[N:3]([C:11]([NH:10][CH2:9][CH2:8][Cl:7])=[O:12])[CH2:4][CH2:5][CH2:6]1. Starting materials: N1CCC(CC1)=O (4-piperidone), ClCC1=CC=C(C=C1)C(F)(F)F (α′-chloro-α,α,α-trifluoro-p-xylene). Product: FC(C1=CC=C(CN2CCC(CC2)=O)C=C1)(F)F (1-(4-Trifluoromethylbenzyl)-4-piperidone). As a reaction SMILES: [NH:1]1[CH2:6][CH2:5][C:4](=[O:7])[CH2:3][CH2:2]1.Cl[CH2:9][C:10]1[CH:15]=[CH:14][C:13]([C:16]([F:19])([F:18])[F:17])=[CH:12][CH:11]=1>>[F:17][C:16]([F:18])([F:19])[C:13]1[CH:14]=[CH:15][C:10]([CH2:9][N:1]2[CH2:6][CH2:5][C:4](=[O:7])[CH2:3][CH2:2]2)=[CH:11][CH:12]=1. Procedure: 1-(4-Trifluoromethylbenzyl)-4-piperidone is prepared from 4-piperidone and α′-chloro-α,α,α-trifluoro-p-xylene essentially as described above in Example 38, Scheme C, step a. Reactants: COCCO (2-Methoxyethanol), [H-].[Na+] (NaH), BrC=1C=NC=C(C1)Br (3,5-dibromopyridine). Solvent: CN(C)C=O (DMF). Run at temperature 50 celsius, time 30 minute. Product: Hexanes acetone, BrC=1C=C(C=NC1)OCCOC (5-Bromo-3-(2-methoxy-ethoxy)-pyridine). Reaction SMILES: [CH3:1][O:2][CH2:3][CH2:4][OH:5].[H-].[Na+].Br[C:9]1[CH:10]=[N:11][CH:12]=[C:13]([Br:15])[CH:14]=1>CN(C=O)C>[Br:15][C:13]1[CH:14]=[C:9]([O:5][CH2:4][CH2:3][O:2][CH3:1])[CH:10]=[N:11][CH:12]=1 |f:1.2|. Procedure: 2-Methoxyethanol (2.7 ml; 33.8 mmol) is added dropwise to a suspension of NaH (55% suspension; 1.62 g; 37.14 mmol) in DMF (60 ml). After stirring for 30 minutes, 3,5-dibromopyridine (4.0 g; 16.88 mmol) is introduced and the mixture heated to 50° C. for 1 hour. The reaction mixture is poured on water and extracted with ethyl acetate three times, the organic phases are combined, dried over Na2SO4 and evaporated to dryness. Chromatography (SiO2; Hexanes/acetone 85:15) yields the title compound as y... Reactants: COCC\C=C/CC ((Z)-1-methoxy-3-hexene), ClC1=CC(=CC=C1)C(=O)OO (m-chloroperbenzoic acid). Run in ClCCl (dichloromethane). Product: C(C)[C@@H]1O[C@@H]1CCOC (cis-2-Ethyl-3-(2-methoxyethyl)oxirane). The yield is 79.7%. Reaction SMILES: [CH3:1][O:2][CH2:3][CH2:4]/[CH:5]=[CH:6]\[CH2:7][CH3:8].ClC1C=CC=C(C(OO)=[O:17])C=1>ClCCl>[CH2:7]([C@H:6]1[C@@H:5]([CH2:4][CH2:3][O:2][CH3:1])[O:17]1)[CH3:8]. Reported procedure: 27.4 g of (Z)-1-methoxy-3-hexene were dissolved in dichloromethane (850 ml) and cooled to 10°. 62 g of ca 70% m-chloroperbenzoic acid corresponding to 1.05 eq., were added in portions. The mixture was allowed to react during 15 hours and was then transferred into an extraction funnel wherein it was washed with an aqueous solution of NaOH and then with water to neutrality. After separation and drying of the organic layer on Na2SO4, the residue was distilled over a 5 cm long Vigreux type column at... Reactants: Cc1cnc(N2CCN(CCC3CCC(N)CC3)CC2)c2ccoc12, Cl, Cl, Cl, O=C(O)CC1CCOCC1. Product: Cc1cnc(N2CCN(CCC3CCC(NC(=O)CC4CCOCC4)CC3)CC2)c2ccoc12. RXN SMILES: [CH3:4][c:5]1[c:6]2[c:7]([c:8]([N:11]3[CH2:12][CH2:13][N:14]([CH2:17][CH2:18][CH:19]4[CH2:20][CH2:21][CH:22]([NH2:25])[CH2:23][CH2:24]4)[CH2:15][CH2:16]3)[n:9][cH:10]1)[cH:26][cH:27][o:28]2.[ClH:1].[ClH:2].[ClH:3].[O:29]1[CH2:30][CH2:31][CH:32]([CH2:35][C:36](=[O:37])[OH:38])[CH2:33][CH2:34]1>>[CH3:4][c:5]1[c:6]2[c:7]([c:8]([N:11]3[CH2:12][CH2:13][N:14]([CH2:17][CH2:18][CH:19]4[CH2:20][CH2:21][CH:22]([NH:25][C:36]([CH2:35][CH:32]5[CH2:31][CH2:30][O:29][CH2:34][CH2:33]5)=[O:37])[CH2:23][CH2:24]4)[CH2:15][CH2:16]3)[n:9][cH:10]1)[cH:26][cH:27][o:28]2. Starting materials: C(OC1=CC=C(C=C1)OCC)(=O)Cl (4-ethoxyphenyl carbonochloridate), C(#N)C1=CC=C(C=C1)N1C[C@H](CCC1)N[C@H]1[C@@H](CCCC1)NC(CC1=CN(C2=CC=CC=C12)C)=O (N-((1R,2R)-2-((S)-1-(4-Cyanophenyl)piperidin-3-ylamino)cyclohexyl)-2-(1-methyl-1H-indol-3-yl)acetamide), C(#N)C1=CC=C(C=C1)N1C[C@H](CCC1)N[C@H]1[C@@H](CCCC1)NC(CC1=CN(C2=CC=CC=C12)C)=O (N-((1R,2R)-2-((S)-1-(4-Cyanophenyl)piperidin-3-ylamino)cyclohexyl)-2-(1-methyl-1H-indol-3-yl)acetamide). The yield is 78.3%. The product is C(#N)C1=CC=C(C=C1)N1C[C@H](CCC1)N[C@H]1[C@@H](CCCC1)NC(OC1=CC=C(C=C1)OCC)=O (4-Ethoxyphenyl (1R,2R)-2-((S)-1-(4-cyanophenyl)piperidin-3-ylamino)cyclohexylcarbamate), white solid. Reported procedure: 4-Ethoxyphenyl (1R,2R)-2-((S)-1-(4-cyanophenyl)piperidin-3-ylamino)cyclohexylcarbamate was synthesized using 4-((S)-3-((1R,2R)-2-aminocyclohexylamino)piperidin-1-yl)benzonitrile (from intermediate D, Example 10) (41 mg, 0.14 mmol) and 4-ethoxyphenyl carbonochloridate (22.6 mg, 0.14 mmol) according to General Procedure H to give 50 mg (78.3%) of white solid. Anal. Calcd. for C27H35N5O2 m/z 461.3, found: 462.4 (M+H)+; 1H NMR (400 MHz, DMSO-d6) δ ppm 8.28 (s, 1H), 7.41 (d, J=9 Hz, 2H), 7.28 (q, J=3... As a reaction SMILES: [C:1]([C:3]1[CH:8]=[CH:7][C:6]([N:9]2[CH2:14][CH2:13][CH2:12][C@H:11]([NH:15][C@@H:16]3[CH2:21][CH2:20][CH2:19][CH2:18][C@H:17]3[NH:22]C(=O)CC3C4C(=CC=CC=4)N(C)C=3)[CH2:10]2)=[CH:5][CH:4]=1)#[N:2].[C:36](Cl)(=[O:47])[O:37][C:38]1[CH:43]=[CH:42][C:41]([O:44][CH2:45][CH3:46])=[CH:40][CH:39]=1>>[C:1]([C:3]1[CH:8]=[CH:7][C:6]([N:9]2[CH2:14][CH2:13][CH2:12][C@H:11]([NH:15][C@@H:16]3[CH2:21][CH2:20][CH2:19][CH2:18][C@H:17]3[NH:22][C:36](=[O:47])[O:37][C:38]3[CH:43]=[CH:42][C:41]([O:44][CH2:45][CH3:46])=[CH:40][CH:39]=3)[CH2:10]2)=[CH:5][CH:4]=1)#[N:2]. The reactants are ClC1=CC=CC=2C(NC3=C(OC21)C=CC=C3)=O (4-Chloro-10,11-dihydro-dibenz[b,f][1,4]oxazepine-11-one), N1CCNCCC1 (homopiperazine). Reagents/catalysts: [Ti](Cl)(Cl)(Cl)Cl (titanium tetrachloride). Solvent: C1(=CC=CC=C1)C (toluene), C1(=CC=CC=C1)OC (anisole). Product: ClC1=CC=CC=2C(=NC3=C(OC21)C=CC=C3)N3CCNCCC3 (4-Chloro-11-(1-homopiperazinyl)dibenz[b,f][1,4]oxazepine). As a reaction SMILES: [Cl:1][C:2]1[C:12]2[O:11][C:10]3[CH:13]=[CH:14][CH:15]=[CH:16][C:9]=3[NH:8][C:7](=O)[C:6]=2[CH:5]=[CH:4][CH:3]=1.[NH:18]1[CH2:24][CH2:23][CH2:22][NH:21][CH2:20][CH2:19]1>C1(C)C=CC=CC=1.C1(OC)C=CC=CC=1.[Ti](Cl)(Cl)(Cl)Cl>[Cl:1][C:2]1[C:12]2[O:11][C:10]3[CH:13]=[CH:14][CH:15]=[CH:16][C:9]=3[N:8]=[C:7]([N:18]3[CH2:24][CH2:23][CH2:22][NH:21][CH2:20][CH2:19]3)[C:6]=2[CH:5]=[CH:4][CH:3]=1. Procedure details: In a like manner as Example 1, 4-Chloro-10,11-dihydro-dibenz[b,f][1,4]oxazepine-11-one (2.46 g, 10.0 mmol) was reacted with homopiperazine (7.41 g, 74.0 mmol) in the presence of titanium tetrachloride (2.09 g, 11.0 mmol) in toluene (55.0 mL) and anisole (2.00 mL) to produce 4-Chloro-11-(1-homopiperazinyl)dibenz[b,f][1,4]oxazepine; viscous oil; yield, 0.92 g (28%). This crude product (0.26 g, 0.79 mmol) was reacted with 1-bromohexane (0.13 mL, 0.16 g, 0.95 mmol) in the presence of sodium hydride ... The reactants are C1=C(C=CC2=CC=CC=C12)S(=O)[O-].[Na+] (Sodium naphthalene-2-sulfinate), BrC1=C(C=2C3=C(N(C2C=C1)C)CC1CCC3N1)C(=O)OC(C)(C)C (tert-butyl 2-bromo-5-methyl-5,6,7,8,9,10-hexahydro-7,10-epiminocyclohepta[b]indole-carboxylate). Product: C1=C(C=CC2=CC=CC=C12)S(=O)(=O)C1=C(C=2C3=C(N(C2C=C1)C)CC1CCC3N1)C(=O)OC(C)(C)C (tert-butyl 2-(2-napthyl)sulfonyl-5-methyl-5,6,7,8,9,10-hexahydro-7,10-epiminocyclohepta[b]indole-carboxylate). The yield is 24.0%. RXN SMILES: [CH:1]1[C:10]2[C:5](=[CH:6][CH:7]=[CH:8][CH:9]=2)[CH:4]=[CH:3][C:2]=1[S:11]([O-:13])=[O:12].[Na+].Br[C:16]1[CH:24]=[CH:23][C:22]2[N:21]([CH3:25])[C:20]3[CH2:26][CH:27]4[NH:31][CH:30]([C:19]=3[C:18]=2[C:17]=1[C:32]([O:34][C:35]([CH3:38])([CH3:37])[CH3:36])=[O:33])[CH2:29][CH2:28]4>>[CH:1]1[C:10]2[C:5](=[CH:6][CH:7]=[CH:8][CH:9]=2)[CH:4]=[CH:3][C:2]=1[S:11]([C:16]1[CH:24]=[CH:23][C:22]2[N:21]([CH3:25])[C:20]3[CH2:26][CH:27]4[NH:31][CH:30]([C:19]=3[C:18]=2[C:17]=1[C:32]([O:34][C:35]([CH3:38])([CH3:37])[CH3:36])=[O:33])[CH2:29][CH2:28]4)(=[O:13])=[O:12] |f:0.1|. Procedure details: Intermediate 24 was coupled with the product of Example 27, step B following the procedure of Example 27, step C. The crude material was purified by flash column chromatography (SiO2, 8:2 hexanes/ethyl acetate) to give tert-butyl 2-(2-napthyl)sulfonyl-5-methyl-5,6,7,8,9,10-hexahydro-7,10-epiminocyclohepta[b]indole-carboxylate (113 mg, 24%) as a light-yellow solid: 1H NMR (CDCl3, 300 MHz) δ 8.58 (d, J=0.9 Hz, 1H), 8.26 (s, 1H), 7.93-8.04 (m, 1H), 7.81-7.88 (m, 2H), 7.71 (d, J=9.9 Hz, 1H), 7.52-7....